describe an organic reaction: reactants, conditions, products, and yield From a dataset of the Open Reaction Database (ORD), a public repository of structured organic reaction records. Reactants: amine, N1C(=NC2=C1C=CC=C2)CN(CCCNC(=O)C2=NC=CC=C2)C2CCCC=1C=CC=NC21 (Pyridine-2-carboxylic acid {3-[(1H-benzimidazol-2-ylmethyl)-(5,6,7,8-tetrahydro-quinolin-8-yl)-amino]-propyl}-amide), C(C)(=O)O (acetic acid). Conditions: time 30 minute. Yields the product N1C(=NC2=C1C=CC=C2)CN(CCCNC(C2=CN=C(C=C2)O)=O)C2CCCC=1C=CC=NC21 (N-{3-[(1H-benzoimidazol-2-ylmethyl)-(5,6,7,8-tetrahydro-quinolin-8-yl)-amino]-propyl}-6-hydroxy-nicotinamide). Reaction SMILES: [NH:1]1[C:5]2[CH:6]=[CH:7][CH:8]=[CH:9][C:4]=2[N:3]=[C:2]1[CH2:10][N:11]([CH:24]1[C:33]2[N:32]=[CH:31][CH:30]=[CH:29][C:28]=2[CH2:27][CH2:26][CH2:25]1)[CH2:12][CH2:13][CH2:14][NH:15][C:16](C1C=CC=CN=1)=[O:17].[C:34]([OH:37])(=O)[CH3:35]>>[NH:3]1[C:4]2[CH:9]=[CH:8][CH:7]=[CH:6][C:5]=2[N:1]=[C:2]1[CH2:10][N:11]([CH:24]1[C:33]2[N:32]=[CH:31][CH:30]=[CH:29][C:28]=2[CH2:27][CH2:26][CH2:25]1)[CH2:12][CH2:13][CH2:14][NH:15][C:16](=[O:17])[C:4]1[CH:9]=[CH:35][C:34]([OH:37])=[N:1][CH:5]=1. Procedure: To a solution of the above amine (63 mg, 0.14 mmol) in acetic acid (2 mL) was added hydrobromide saturated acetic acid (2 mL). The reaction mixture was stirred for 30 minutes. Then it was triturated with diethyl ether four times to afford the title compound as a white solid (80 mg), which was dried in vacuo. 1H NMR (D2O) δ 1.81-2.01 (m, 4H), 2.16-2.20(m, 1H), 2.37-2.41 (m, 1H), 2.50-2.59 (m, 1H), 2.87-2.92 (m, 1H), 3.00 (br s, 2H), 3.11-3.16 (m, 1H), 3.37-3.42 (m, 1H), 3.53 (q, 1H, J=6.0 Hz), 4.... Reported procedure: Synthesized as described in Example 72 from 2-[5-cyano-4-(trifluoromethyl)-1H-indol-1-yl]-N-hydroxyethanimidamide and 2-fluoro-3-(trifluoromethyl)benzoic acid: MS (ESI): m/z 455 (M+1). Yields the product FC1=C(C=CC=C1C(F)(F)F)C1=NC(=NO1)CN1C=CC2=C(C(=CC=C12)C#N)C(F)(F)F (1-({5-[2-Fluoro-3-(trifluoromethyl)phenyl]-1,2,4-oxadiazol-3-yl}methyl)-4-(trifluoromethyl)-1H-indole-5-carbonitrile). Starting materials: C(#N)C=1C(=C2C=CN(C2=CC1)CC(NO)=N)C(F)(F)F (2-[5-cyano-4-(trifluoromethyl)-1H-indol-1-yl]-N-hydroxyethanimidamide), FC1=C(C(=O)O)C=CC=C1C(F)(F)F (2-fluoro-3-(trifluoromethyl)benzoic acid). RXN SMILES: [C:1]([C:3]1[C:4]([C:17]([F:20])([F:19])[F:18])=[C:5]2[C:9](=[CH:10][CH:11]=1)[N:8]([CH2:12][C:13](=[NH:16])[NH:14][OH:15])[CH:7]=[CH:6]2)#[N:2].[F:21][C:22]1[C:30]([C:31]([F:34])([F:33])[F:32])=[CH:29][CH:28]=[CH:27][C:23]=1[C:24](O)=O>>[F:21][C:22]1[C:30]([C:31]([F:32])([F:33])[F:34])=[CH:29][CH:28]=[CH:27][C:23]=1[C:24]1[O:15][N:14]=[C:13]([CH2:12][N:8]2[C:9]3[C:5](=[C:4]([C:17]([F:19])([F:20])[F:18])[C:3]([C:1]#[N:2])=[CH:11][CH:10]=3)[CH:6]=[CH:7]2)[N:16]=1. The reactants are [BH4-], COC(=O)C(CCc1ccccc1OCc1ccccc1)C(=O)C1CCCCC1, CO, CCOC(C)=O, [Ca+2], [Cl-], [Cl-], Cl, [Na+]. Yields the product COC(=O)C(CCc1ccccc1OCc1ccccc1)C(O)C1CCCCC1. As a reaction SMILES: [BH4-:33].[CH2:1]([c:2]1[cH:3][cH:4][cH:5][cH:6][cH:7]1)[O:8][c:9]1[c:10]([CH2:15][CH2:16][CH:17]([C:18](=[O:19])[O:20][CH3:21])[C:22](=[O:23])[CH:24]2[CH2:25][CH2:26][CH2:27][CH2:28][CH2:29]2)[cH:11][cH:12][cH:13][cH:14]1.[CH3:36][OH:37].[CH3:38][CH2:39][O:40][C:41](=[O:42])[CH3:43].[Ca+2:32].[Cl-:30].[Cl-:31].[ClH:35].[Na+:34]>>[CH2:1]([c:2]1[cH:3][cH:4][cH:5][cH:6][cH:7]1)[O:8][c:9]1[c:10]([CH2:15][CH2:16][CH:17]([C:18](=[O:19])[O:20][CH3:21])[CH:22]([OH:23])[CH:24]2[CH2:25][CH2:26][CH2:27][CH2:28][CH2:29]2)[cH:11][cH:12][cH:13][cH:14]1. Starting materials: C(C1=CC=CC=C1)N1CC(NC2=C(C1)C=C(C=C2)OC)=O (4-benzyl-7-methoxy-1,3,4,5-tetrahydro-benzo[e][1,4]diazepin-2-one), ClC(=O)OCC1=CC=CC=C1 (benzyl chloroformate). Run in ClCCl (dichloromethane). The product is C(C1=CC=CC=C1)OC(=O)N1CC(NC2=C(C1)C=C(C=C2)OC)=O (7-methoxy-2-oxo-1,2,3,5-tetrahydro-benzo[e][1,4]diazepine-4-carboxylic acid benzyl ester). Yield: 92.9%. As a reaction SMILES: C([N:8]1[CH2:14][C:13]2[CH:15]=[C:16]([O:19][CH3:20])[CH:17]=[CH:18][C:12]=2[NH:11][C:10](=[O:21])[CH2:9]1)C1C=CC=CC=1.Cl[C:23]([O:25][CH2:26][C:27]1[CH:32]=[CH:31][CH:30]=[CH:29][CH:28]=1)=[O:24]>ClCCl>[CH2:26]([O:25][C:23]([N:8]1[CH2:14][C:13]2[CH:15]=[C:16]([O:19][CH3:20])[CH:17]=[CH:18][C:12]=2[NH:11][C:10](=[O:21])[CH2:9]1)=[O:24])[C:27]1[CH:32]=[CH:31][CH:30]=[CH:29][CH:28]=1. Procedure details: To a solution of 4-benzyl-7-methoxy-1,3,4,5-tetrahydro-benzo[e][1,4]diazepin-2-one (4.67 g, 16.5 mmol) in dichloromethane (150 mL) was added benzyl chloroformate (6.2 g, 36.0 mmol). The mixture was heated to reflux for four hours whereupon LCMS showed completion of the reaction. The mixture was cooled to room temperature, washed with saturated aqueous sodium bicarbonate and brine, dried over magnesium sulfate, filtered and concentrated. The crude product was purified by flash chromatography over... Starting materials: 1,1′-Diethyl 3-(tributyltin)-propenylacetal, BrC=1C=NC=C(C1)C1=NC=CC=C1 (3-bromo-5-(2-pyridinyl)-pyridine), C1=CC=C(C=C1)P(C2=CC=CC=C2)C3=CC=CC=C3 (PPh3), CN(C)C=O (DMF). The reagents and catalysts are C=1C=CC(=CC1)/C=C/C(=O)/C=C/C2=CC=CC=C2.C=1C=CC(=CC1)/C=C/C(=O)/C=C/C2=CC=CC=C2.C=1C=CC(=CC1)/C=C/C(=O)/C=C/C2=CC=CC=C2.[Pd].[Pd] (Pd2(dba)3). Run in C(C)(=O)OCC (ethyl acetate). Run at temperature 25 celsius, time 5 minute. The product is N1=C(C=CC=C1)C=1C=C(C=NC1)/C=C/C=O ((E)-3-[5-(2-Pyridinyl)-pyridin-3-yl]-2-propenal). Reaction SMILES: [CH:1]1[CH:6]=CC(P(C2C=CC=CC=2)C2C=CC=CC=2)=C[CH:2]=1.Br[C:21]1[CH:22]=[N:23][CH:24]=[C:25]([C:27]2[CH:32]=[CH:31][CH:30]=[CH:29][N:28]=2)[CH:26]=1.CN(C=[O:37])C>C(OCC)(=O)C.C1C=CC(/C=C/C(/C=C/C2C=CC=CC=2)=O)=CC=1.C1C=CC(/C=C/C(/C=C/C2C=CC=CC=2)=O)=CC=1.C1C=CC(/C=C/C(/C=C/C2C=CC=CC=2)=O)=CC=1.[Pd].[Pd]>[N:28]1[CH:29]=[CH:30][CH:31]=[CH:32][C:27]=1[C:25]1[CH:26]=[C:21](/[CH:2]=[CH:1]/[CH:6]=[O:37])[CH:22]=[N:23][CH:24]=1 |f:4.5.6.7.8|. Reported procedure: A mixture of Pd2(dba)3 (36 mg, 0.04 mmol) and PPh3 (triphenylphosphine) in DMF (degassed, 2.0 mL) was allowed to stir for 5 min. at 25° C. 1,1′-Diethyl 3-(tributyltin)-propenylacetal (0.44 g, 1.27 mmol) and 3-bromo-5-(2-pyridinyl)-pyridine (100 mg, 0.42 mmol) were added and the resulting mixture was warmed to 80° C. After 18 h, the reaction mixture was allowed to cool to 25° C., diluted with ethyl acetate (100 mL), washed with brine (1×50 mL) and concentrated in vacuo. The residue was dissolved ... Starting materials: BrCC1CCCCC1, COc1cccc2cc[nH]c12, CN(C)C=O, [H-], [Na+]. Yields the product COc1cccc2ccn(CC3CCCCC3)c12. As a reaction SMILES: [Br:14][CH2:15][CH:16]1[CH2:17][CH2:18][CH2:19][CH2:20][CH2:21]1.[CH3:1][O:2][c:3]1[cH:4][cH:5][cH:6][c:7]2[cH:8][cH:9][nH:10][c:11]12.[CH3:22][N:23]([CH3:24])[CH:25]=[O:26].[H-:12].[Na+:13]>>[CH3:1][O:2][c:3]1[cH:4][cH:5][cH:6][c:7]2[cH:8][cH:9][n:10]([CH2:15][CH:16]3[CH2:17][CH2:18][CH2:19][CH2:20][CH2:21]3)[c:11]12. Reactants: CC1(C)OCC(CON)O1, CN1CCOCC1, O=C(O)c1ccc(F)c(F)c1Nc1ccc(I)cc1F, C1CCOC1, O, O=P(Cl)(c1ccccc1)c1ccccc1. Product: CC1(C)OCC(CONC(=O)c2ccc(F)c(F)c2Nc2ccc(I)cc2F)O1. RXN SMILES: [CH3:21][C:22]1([CH3:30])[O:23][CH2:24][CH:25]([CH2:27][O:28][NH2:29])[O:26]1.[CH3:31][N:32]1[CH2:33][CH2:34][O:35][CH2:36][CH2:37]1.[F:1][c:2]1[c:3]([NH:12][c:13]2[c:14]([F:20])[cH:15][c:16]([I:19])[cH:17][cH:18]2)[c:4]([C:5](=[O:6])[OH:7])[cH:8][cH:9][c:10]1[F:11].[O:53]1[CH2:54][CH2:55][CH2:56][CH2:57]1.[OH2:58].[c:38]1([P:39]([Cl:40])([c:41]2[cH:42][cH:43][cH:44][cH:45][cH:46]2)=[O:47])[cH:48][cH:49][cH:50][cH:51][cH:52]1>>[F:1][c:2]1[c:3]([NH:12][c:13]2[c:14]([F:20])[cH:15][c:16]([I:19])[cH:17][cH:18]2)[c:4]([C:5](=[O:7])[NH:29][O:28][CH2:27][CH:25]2[CH2:24][O:23][C:22]([CH3:21])([CH3:30])[O:26]2)[cH:8][cH:9][c:10]1[F:11]. Starting materials: Cl.C(C1=CC=CC=C1)OC1=CC=C2NC=C(CCN)C2=C1 (5-benzyloxytryptamine hydrochloride), C(=O)(OCC)N1C(C=2C(C1=O)=CC=CC2)=O (N-carbethoxyphthalimide). Solvent: C(C)N(CC)CC (triethylamine). The product is C(C1=CC=CC=C1)OC=1C=C2C(=CNC2=CC1)CCN1C(C2=CC=CC=C2C1=O)=O (2-[2-(5-benzyloxy-1H-indol-3-yl)ethyl]isoindole-1,3-dione). Isolated yield 99.3%. Reaction SMILES: Cl.[CH2:2]([O:9][C:10]1[CH:21]=[C:20]2[C:13]([NH:14][CH:15]=[C:16]2[CH2:17][CH2:18][NH2:19])=[CH:12][CH:11]=1)[C:3]1[CH:8]=[CH:7][CH:6]=[CH:5][CH:4]=1.C(N1[C:31](=[O:32])[C:30]2=[CH:33][CH:34]=[CH:35][CH:36]=[C:29]2[C:28]1=[O:37])(OCC)=O>C(N(CC)CC)C>[CH2:2]([O:9][C:10]1[CH:21]=[C:20]2[C:13](=[CH:12][CH:11]=1)[NH:14][CH:15]=[C:16]2[CH2:17][CH2:18][N:19]1[C:31](=[O:32])[C:30]2[C:29](=[CH:36][CH:35]=[CH:34][CH:33]=2)[C:28]1=[O:37])[C:3]1[CH:4]=[CH:5][CH:6]=[CH:7][CH:8]=1 |f:0.1|. Reported procedure: To a stirred suspension of 5-benzyloxytryptamine hydrochloride (1.0 g in 10 mL of dry tetrahydrofuran) was added triethylamine (0.50 mL) followed by N-carbethoxyphthalimide (750 mg) and the mixture heated to reflux on an oil bath. After 48 hours the reaction was cooled to room temperature, filtered and the filtrate concentrated in vacuo. The resulting solid was suspended in a mixture of hexane/methylene chloride (2.5:1, 50 mL) and filtered to give the title compound (1.3 g). The reactants are Cc1cc(C)c(Br)cc1Br, C1CCOC1, COB(OC)OC, [Li]CCCC, [Na+], [OH-], OO. The product is Cc1cc(C)c(Br)cc1O. Reaction SMILES: [Br:1][c:2]1[c:3]([CH3:10])[cH:4][c:5]([CH3:9])[c:6]([Br:8])[cH:7]1.[CH2:27]1[O:28][CH2:29][CH2:30][CH2:31]1.[CH3:16][O:17][B:18]([O:19][CH3:20])[O:21][CH3:22].[Li:11][CH2:12][CH2:13][CH2:14][CH3:15].[Na+:26].[OH-:25].[OH:23][OH:24]>>[Br:1][c:2]1[c:3]([CH3:10])[cH:4][c:5]([CH3:9])[c:6]([OH:17])[cH:7]1.